This data is from the Open Reaction Database (ORD), a public repository of structured organic reaction records. The task is: describe an organic reaction: reactants, conditions, products, and yield Reactants: ice water, OC=1C=C(C(=O)OC)C=CC1OC (methyl 3-hydroxy-4-methoxybenzoate), BrCCCO (3-bromo-1-propanol), C(=O)([O-])[O-].[K+].[K+] (K2CO3), CCCCCC.CCOC(=O)C (hexane AcOEt). Solvent: CC#N (MeCN). Run at time 8 hour. Yields the product COC(C1=CC(=C(C=C1)OC)OCCCO)=O (3-(3-Hydroxy-propoxy)-4-methoxy-benzoic acid methyl ester). As a reaction SMILES: [OH:1][C:2]1[CH:3]=[C:4]([CH:9]=[CH:10][C:11]=1[O:12][CH3:13])[C:5]([O:7][CH3:8])=[O:6].Br[CH2:15][CH2:16][CH2:17][OH:18].C([O-])([O-])=O.[K+].[K+].CCCCCC.CCOC(C)=O>CC#N>[CH3:8][O:7][C:5](=[O:6])[C:4]1[CH:9]=[CH:10][C:11]([O:12][CH3:13])=[C:2]([O:1][CH2:15][CH2:16][CH2:17][OH:18])[CH:3]=1 |f:2.3.4,5.6|. Procedure details: A mixture of methyl 3-hydroxy-4-methoxybenzoate (4.94 g, 26.6 mmol), 3-bromo-1-propanol (2.86 mL, 31.9 mmol) and anhydrous K2CO3 (5.51 g, 39.9 mmol) in MeCN (50 mL) is refluxed with stirring overnight, and after cooling is poured into ice/water. The aqueous layer is extracted with AcOEt, and the combined organics are washed with brine, dried (Na2SO4) and concentrated. Purification by flash chromatography on silica gel (hexane/AcOEt 1:2) gives a solid residue which is stirred in a 9:1 mixture of ... Yields the product N#CC(=CO)CCCCc1ccccc1. As a reaction SMILES: [CH2:8]([Li:9])[CH2:10][CH2:11][CH3:12].[CH:1]([NH:2][CH:3]([CH3:4])[CH3:5])([CH3:6])[CH3:7].[CH:26](=[O:27])[O:28][CH2:29][CH3:30].[O:31]1[CH2:32][CH2:33][CH2:34][CH2:35]1.[c:13]1([CH2:19][CH2:20][CH2:21][CH2:22][CH2:23][C:24]#[N:25])[cH:14][cH:15][cH:16][cH:17][cH:18]1>>[c:13]1([CH2:19][CH2:20][CH2:21][CH2:22][C:23]([C:24]#[N:25])=[CH:26][OH:27])[cH:14][cH:15][cH:16][cH:17][cH:18]1. Starting materials: [Li]CCCC, CC(C)NC(C)C, CCOC=O, C1CCOC1, N#CCCCCCc1ccccc1. Reactants: CCN=C=NCCCN(C)C, ClC(Cl)Cl, Cl, c1ccc(-c2cc(N3CCNCC3)nc3c2CCCC3)cc1, O=C(O)c1ccco1. Product: O=C(c1ccco1)N1CCN(c2cc(-c3ccccc3)c3c(n2)CCCC3)CC1. RXN SMILES: [CH3:32][N:33]([CH3:34])[CH2:35][CH2:36][CH2:37][N:38]=[C:39]=[N:40][CH2:41][CH3:42].[CH:43]([Cl:44])([Cl:45])[Cl:46].[ClH:31].[N:1]1([c:7]2[n:8][c:9]3[c:14]([c:15](-[c:17]4[cH:18][cH:19][cH:20][cH:21][cH:22]4)[cH:16]2)[CH2:13][CH2:12][CH2:11][CH2:10]3)[CH2:2][CH2:3][NH:4][CH2:5][CH2:6]1.[o:23]1[c:24]([C:28](=[O:29])[OH:30])[cH:25][cH:26][cH:27]1>>[N:1]1([c:7]2[n:8][c:9]3[c:14]([c:15](-[c:17]4[cH:18][cH:19][cH:20][cH:21][cH:22]4)[cH:16]2)[CH2:13][CH2:12][CH2:11][CH2:10]3)[CH2:2][CH2:3][N:4]([C:28]([c:24]2[o:23][cH:27][cH:26][cH:25]2)=[O:29])[CH2:5][CH2:6]1. Starting materials: CN(C)P(=O)(N(C)C)N(C)C, ClCCBr, C[Si](C)(C)Sc1ccc(Cl)cc1. Yields the product ClCCSc1ccc(Cl)cc1. RXN SMILES: [CH3:17][N:18]([CH3:19])[P:20](=[O:21])([N:22]([CH3:23])[CH3:24])[N:25]([CH3:26])[CH3:27].[Cl:13][CH2:14][CH2:15][Br:16].[Cl:1][c:2]1[cH:3][cH:4][c:5]([S:8][Si:9]([CH3:10])([CH3:11])[CH3:12])[cH:6][cH:7]1>>[Cl:1][c:2]1[cH:3][cH:4][c:5]([S:8][CH2:15][CH2:14][Cl:13])[cH:6][cH:7]1.